From a dataset of the Open Reaction Database (ORD), a public repository of structured organic reaction records. describe an organic reaction: reactants, conditions, products, and yield Procedure details: 3-Methoxybenzylamine (23 g) was dissolved in 150 ml of tetrahydrofuran, and a solution of 32 g of t-butyl dicarbonate in tetrahydrofuran (50 ml) was added thereto. The mixture was stirred at room temperature for 1 hour, and then the solvent was evaporated. The residue was dissolved in ethyl acetate and successively washed with 1N hydrochloric acid and brine. The organic layer was dried over anhydrous magnesium sulfate, and the solvent was evaporated to give t-butyl N-(3-methoxybenzyl)carbamate. ... Product: COC=1C=C(CNC(OC(C)(C)C)=O)C=CC1 (t-butyl N-(3-methoxybenzyl)carbamate). As a reaction SMILES: [CH3:1][O:2][C:3]1[CH:4]=[C:5]([CH:8]=[CH:9][CH:10]=1)[CH2:6][NH2:7].[C:11](OC([O-])=O)([O:13][C:14]([CH3:17])([CH3:16])[CH3:15])=[O:12]>O1CCCC1>[CH3:1][O:2][C:3]1[CH:4]=[C:5]([CH:8]=[CH:9][CH:10]=1)[CH2:6][NH:7][C:11](=[O:12])[O:13][C:14]([CH3:17])([CH3:16])[CH3:15]. Solvent: O1CCCC1 (tetrahydrofuran), O1CCCC1 (tetrahydrofuran). The reactants are COC=1C=C(CN)C=CC1 (3-Methoxybenzylamine), C(=O)(OC(C)(C)C)OC(=O)[O-] (t-butyl dicarbonate). Run at time 1 hour. Starting materials: C1(=CC=CC=C1)P(C1=CC=CC=C1)C1=CC=CC=C1 (triphenylphosphine), C(C)OC(C(CC1=CC(=C(C(=C1)C)O)C)OCC)=O ([rac]-2-ethoxy-3-(4-hydroxy-3,5-dimethyl-phenyl)-propionic acid ethyl ester), C(C)(C)C1=CC=C(C(=S)N)C=C1 (4-isopropyl-thiobenzamide), C(C)(C)C1=CC=C(C=C1)C=1SC(=C(N1)CCO)C (2-[2-(4-isopropyl-phenyl)-5-methyl-thiazol-4-yl]-ethanol), COC(CC(C(C)Br)=O)=O ([rac]-4-bromo-3-oxo-pentanoic acid methyl ester), N(=NC(=O)OCC)C(=O)OCC (DEAD). Run in O1CCCC1 (tetrahydrofuran). Product: C(C)OC(C(CC1=CC(=C(C(=C1)C)OCCC=1N=C(SC1C)C1=CC=C(C=C1)C(C)C)C)OCC)=O ([rac]-2-ethoxy-3-(4-{2-[2-(4-isopropyl-phenyl)-5-methyl-thiazol-4-yl]-ethoxy}-3,5-dimethyl-phenyl)-propionic acid ethyl ester). RXN SMILES: [CH2:1]([O:3][C:4](=[O:19])[CH:5]([O:16][CH2:17][CH3:18])[CH2:6][C:7]1[CH:12]=[C:11]([CH3:13])[C:10]([OH:14])=[C:9]([CH3:15])[CH:8]=1)[CH3:2].[CH:20]([C:23]1[CH:28]=[CH:27][C:26]([C:29]2[S:30][C:31]([CH3:37])=[C:32]([CH2:34][CH2:35]O)[N:33]=2)=[CH:25][CH:24]=1)([CH3:22])[CH3:21].COC(=O)CC(=O)C(Br)C.C(C1C=CC(C(N)=S)=CC=1)(C)C.C1(P(C2C=CC=CC=2)C2C=CC=CC=2)C=CC=CC=1.N(C(OCC)=O)=NC(OCC)=O>O1CCCC1>[CH2:1]([O:3][C:4](=[O:19])[CH:5]([O:16][CH2:17][CH3:18])[CH2:6][C:7]1[CH:8]=[C:9]([CH3:15])[C:10]([O:14][CH2:35][CH2:34][C:32]2[N:33]=[C:29]([C:26]3[CH:25]=[CH:24][C:23]([CH:20]([CH3:21])[CH3:22])=[CH:28][CH:27]=3)[S:30][C:31]=2[CH3:37])=[C:11]([CH3:13])[CH:12]=1)[CH3:2]. Procedure: In analogy to the procedure described in example 1 d], [rac]-2-ethoxy-3-(4-hydroxy-3,5-dimethyl-phenyl)-propionic acid ethyl ester (example 45 a]) was reacted with 2-[2-(4-isopropyl-phenyl)-5-methyl-thiazol-4-yl]-ethanol (prepared from [rac]-4-bromo-3-oxo-pentanoic acid methyl ester [PCT Int. Appl. (2001), WO 01/79202) and 4-isopropyl-thiobenzamide in analogy to the procedures described in examples 12 a] and 12 b]) in tetrahydrofuran in the presence of triphenylphosphine and DEAD (diethyl azodic...